From a dataset of the Open Reaction Database (ORD), a public repository of structured organic reaction records. describe an organic reaction: reactants, conditions, products, and yield Starting materials: C(C1=CC=CC=C1)OC(=O)N1CC2(CC2CC1)CO (3-Benzyloxycarbonyl-1-hydroxymethyl-3-azabicyclo-[4.1.0]heptane), CC(=O)C.OS(=O)(=O)O.O=[Cr](=O)=O (Jones reagent), CO (methanol). The solvent is O (water), CC(=O)C (acetone). Reaction conditions: time 1 hour. The product is C(CCCCC)C(=O)O (hexane-1-carboxylic acid). Yield: 93.0%. As a reaction SMILES: [CH2:1]([O:8]C(N1CCC2C(CO)(C2)C1)=O)[C:2]1[CH:7]=[CH:6][CH:5]=[CH:4][CH:3]=1.CC(C)=[O:22].OS(O)(=O)=O.O=[Cr](=O)=O.CO>CC(C)=O.O>[CH2:2]([C:1]([OH:8])=[O:22])[CH2:7][CH2:6][CH2:5][CH2:4][CH3:3] |f:1.2.3|. Reported procedure: To a solution of the compound of Step 3 (580 mg, 2.22 mmol) in acetone (10 ml) was added Jones reagent (2.8 ml) at 0° C. The mixture was stirred at this temperature for 1 hour. After addition of methanol (5 ml), the reaction mixture was warmed to room temperature and diluted with water. The product was extracted into methylene chloride, and the combined organic layers were washed with brine and dried over magnesium sulfate. Removal of solvent in vacuo provided the title compound as a white solid...